Dataset: the Open Reaction Database (ORD), a public repository of structured organic reaction records. Task: describe an organic reaction: reactants, conditions, products, and yield Starting materials: [BH4-], CCc1nc(C(C)=O)ccc1NS(C)(=O)=O, C1CCOC1, CC(C)(C)S(N)=O, CC[O-], CC[O-], CC[O-], CC[O-], [Na+], [Ti+4]. The product is CCc1nc(C(C)NS(=O)C(C)(C)C)ccc1NS(C)(=O)=O. As a reaction SMILES: [BH4-:24].[C:1]([CH3:2])(=[O:3])[c:4]1[cH:5][cH:6][c:7]([NH:12][S:13](=[O:14])(=[O:15])[CH3:16])[c:8]([CH2:10][CH3:11])[n:9]1.[CH2:26]1[O:27][CH2:28][CH2:29][CH2:30]1.[CH3:17][C:18]([CH3:19])([CH3:20])[S:21](=[O:22])[NH2:23].[CH3:31][CH2:32][O-:33].[CH3:35][CH2:36][O-:37].[CH3:38][CH2:39][O-:40].[CH3:41][CH2:42][O-:43].[Na+:25].[Ti+4:34]>>[CH:1]([CH3:2])([c:4]1[cH:5][cH:6][c:7]([NH:12][S:13](=[O:14])(=[O:15])[CH3:16])[c:8]([CH2:10][CH3:11])[n:9]1)[NH:23][S:21]([C:18]([CH3:17])([CH3:19])[CH3:20])=[O:22].